From a dataset of the Open Reaction Database (ORD), a public repository of structured organic reaction records. describe an organic reaction: reactants, conditions, products, and yield Starting materials: CC(C)(C)OC(=O)c1ccc(C=Cc2ccc(C(F)(F)F)cc2)cc1Nc1ccc(F)cc1, O=C(O)C(F)(F)F. The product is O=C(O)c1ccc(C=Cc2ccc(C(F)(F)F)cc2)cc1Nc1ccc(F)cc1. Reaction SMILES: [F:8][c:9]1[cH:10][cH:11][c:12]([NH:13][c:14]2[c:15]([C:16](=[O:17])[O:18][C:19]([CH3:20])([CH3:21])[CH3:22])[cH:23][cH:24][c:25]([CH:27]=[CH:28][c:29]3[cH:30][cH:31][c:32]([C:35]([F:36])([F:37])[F:38])[cH:33][cH:34]3)[cH:26]2)[cH:39][cH:40]1.[OH:1][C:2]([C:3]([F:4])([F:5])[F:6])=[O:7]>>[F:8][c:9]1[cH:10][cH:11][c:12]([NH:13][c:14]2[c:15]([C:16](=[O:17])[OH:18])[cH:23][cH:24][c:25]([CH:27]=[CH:28][c:29]3[cH:30][cH:31][c:32]([C:35]([F:36])([F:37])[F:38])[cH:33][cH:34]3)[cH:26]2)[cH:39][cH:40]1. Reactants: CC(C)(C)C1CCC(Oc2ccc3cc(C(C)(CCC(=O)O)[N+](=O)[O-])ccc3c2)CC1, COC(=O)CCC(C)(c1ccc2c(C(F)(F)F)c(OC3CCC(C(C)(C)C)CC3)ccc2c1)[N+](=O)[O-]. Yields the product CC(C)(C)C1CCC(Oc2ccc3cc(C(C)(CCC(=O)O)[N+](=O)[O-])ccc3c2C(F)(F)F)CC1. RXN SMILES: [C:1]([CH:2]1[CH2:3][CH2:4][CH:5]([O:6][c:7]2[cH:8][c:9]3[c:10]([cH:11][cH:12]2)[cH:13][c:14]([C:15]([N+:16]([O-:17])=[O:18])([CH3:19])[CH2:20][CH2:21][C:22]([OH:23])=[O:24])[cH:25][cH:26]3)[CH2:27][CH2:28]1)([CH3:29])([CH3:30])[CH3:31].[C:32]([CH3:33])([CH3:34])([CH3:35])[CH:36]1[CH2:37][CH2:38][CH:39]([O:42][c:43]2[c:44]([C:64]([F:65])([F:66])[F:67])[c:45]3[cH:46][cH:47][c:48]([C:53]([CH2:54][CH2:55][C:56](=[O:57])[O:58][CH3:59])([CH3:60])[N+:61](=[O:62])[O-:63])[cH:49][c:50]3[cH:51][cH:52]2)[CH2:40][CH2:41]1>>[C:32]([CH3:33])([CH3:34])([CH3:35])[CH:36]1[CH2:37][CH2:38][CH:39]([O:42][c:43]2[c:44]([C:64]([F:65])([F:66])[F:67])[c:45]3[cH:46][cH:47][c:48]([C:53]([CH2:54][CH2:55][C:56](=[O:57])[OH:58])([CH3:60])[N+:61](=[O:62])[O-:63])[cH:49][c:50]3[cH:51][cH:52]2)[CH2:40][CH2:41]1. Reactants: CC(C)(C)c1ccc(CN)cc1, CS(C)=O, CC(C(=O)O)c1cccc2cnccc12, O=C(O)Cc1cccc2cnccc12. Product: CC(C(=O)NCc1ccc(C(C)(C)C)cc1)c1cccc2cnccc12. Reaction SMILES: [C:1]([CH3:2])([CH3:3])([CH3:4])[c:5]1[cH:6][cH:7][c:8]([CH2:9][NH2:10])[cH:11][cH:12]1.[CH3:42][S:43]([CH3:44])=[O:45].[cH:13]1[n:14][cH:15][cH:16][c:17]2[c:18]([CH:23]([C:24](=[O:25])[OH:26])[CH3:27])[cH:19][cH:20][cH:21][c:22]12.[cH:28]1[c:29]2[c:30]([c:31]([CH2:32][C:33]([OH:34])=[O:35])[cH:36][cH:37][cH:38]2)[cH:39][cH:40][n:41]1>>[C:1]([CH3:2])([CH3:3])([CH3:4])[c:5]1[cH:6][cH:7][c:8]([CH2:9][NH:10][C:24]([CH:23]([c:18]2[c:17]3[cH:16][cH:15][n:14][cH:13][c:22]3[cH:21][cH:20][cH:19]2)[CH3:27])=[O:25])[cH:11][cH:12]1. Starting materials: [BH4-], C1CCOC1, CO, CC(=O)c1ccc(OCc2c(C(C)C)nnn2-c2c(Cl)cccc2Cl)cc1C, [Na+]. Product: Cc1cc(OCc2c(C(C)C)nnn2-c2c(Cl)cccc2Cl)ccc1C(C)O. Reaction SMILES: [BH4-:29].[CH2:31]1[O:32][CH2:33][CH2:34][CH2:35]1.[CH3:36][OH:37].[Cl:1][c:2]1[c:3](-[n:9]2[n:10][n:11][c:12]([CH:26]([CH3:27])[CH3:28])[c:13]2[CH2:14][O:15][c:16]2[cH:17][c:18]([CH3:25])[c:19]([C:22]([CH3:23])=[O:24])[cH:20][cH:21]2)[c:4]([Cl:8])[cH:5][cH:6][cH:7]1.[Na+:30]>>[Cl:1][c:2]1[c:3](-[n:9]2[n:10][n:11][c:12]([CH:26]([CH3:27])[CH3:28])[c:13]2[CH2:14][O:15][c:16]2[cH:17][c:18]([CH3:25])[c:19]([CH:22]([CH3:23])[OH:24])[cH:20][cH:21]2)[c:4]([Cl:8])[cH:5][cH:6][cH:7]1. Starting materials: [N-]=[N+]=NC1CCC2CN(Cc3ccccc3)CC21, C1CCOC1, O, c1ccc(P(c2ccccc2)c2ccccc2)cc1. Yields the product NC1CCC2CN(Cc3ccccc3)CC12. As a reaction SMILES: [N:21](=[N+:22]=[N-:23])[CH:24]1[CH2:25][CH2:26][CH:27]2[CH2:28][N:29]([CH2:32][c:33]3[cH:34][cH:35][cH:36][cH:37][cH:38]3)[CH2:30][CH:31]12.[O:39]1[CH2:40][CH2:41][CH2:42][CH2:43]1.[OH2:20].[c:1]1([P:2]([c:3]2[cH:4][cH:5][cH:6][cH:7][cH:8]2)[c:9]2[cH:10][cH:11][cH:12][cH:13][cH:14]2)[cH:15][cH:16][cH:17][cH:18][cH:19]1>>[NH2:21][CH:24]1[CH2:25][CH2:26][CH:27]2[CH2:28][N:29]([CH2:32][c:33]3[cH:34][cH:35][cH:36][cH:37][cH:38]3)[CH2:30][CH:31]12. Reactants: COC(=O)C(C)(C)c1ccc(C#Cc2cc(C3CC3)c3c(c2)C(C)(C)CCC3N(C)C2CC2)cc1, CO, [Cl-], [K+], [NH4+], C1CCOC1, [OH-]. Yields the product CN(C1CC1)C1CCC(C)(C)c2cc(C#Cc3ccc(C(C)(C)C(=O)O)cc3)cc(C3CC3)c21. Reaction SMILES: [CH3:1][O:2][C:3]([C:4]([CH3:5])([CH3:6])[c:7]1[cH:8][cH:9][c:10]([C:13]#[C:14][c:15]2[cH:16][c:17]3[c:22]([c:23]([CH:25]4[CH2:26][CH2:27]4)[cH:24]2)[CH:21]([N:28]([CH3:29])[CH:30]2[CH2:31][CH2:32]2)[CH2:20][CH2:19][C:18]3([CH3:33])[CH3:34])[cH:11][cH:12]1)=[O:35].[CH3:40][OH:41].[Cl-:38].[K+:37].[NH4+:39].[O:42]1[CH2:43][CH2:44][CH2:45][CH2:46]1.[OH-:36]>>[O:2]=[C:3]([C:4]([CH3:5])([CH3:6])[c:7]1[cH:8][cH:9][c:10]([C:13]#[C:14][c:15]2[cH:16][c:17]3[c:22]([c:23]([CH:25]4[CH2:26][CH2:27]4)[cH:24]2)[CH:21]([N:28]([CH3:29])[CH:30]2[CH2:31][CH2:32]2)[CH2:20][CH2:19][C:18]3([CH3:33])[CH3:34])[cH:11][cH:12]1)[OH:35]. The product is C(CCCCCCCCCCCCCCCCC)(=O)O (stearic acid). Reactants: C(CCCCCCCCCCCCCCCCC)(=O)[O-].[Na+] (sodium stearate), TiO2 Fe2O3. RXN SMILES: [C:1]([O-:20])(=[O:19])[CH2:2][CH2:3][CH2:4][CH2:5][CH2:6][CH2:7][CH2:8][CH2:9][CH2:10][CH2:11][CH2:12][CH2:13][CH2:14][CH2:15][CH2:16][CH2:17][CH3:18].[Na+]>O>[C:1]([OH:20])(=[O:19])[CH2:2][CH2:3][CH2:4][CH2:5][CH2:6][CH2:7][CH2:8][CH2:9][CH2:10][CH2:11][CH2:12][CH2:13][CH2:14][CH2:15][CH2:16][CH2:17][CH3:18] |f:0.1|. Procedure details: An alkaline solution of 4 g of sodium stearate in 100 ml of water is metered into a suspension of 100 g of Iriodin 300 (TiO2 /Fe2O3, mica having a particle size of 10-60 μm from E. Merck, Darmstadt) in 1000 ml of water at a pH of 6, resulting in the precipitation of stearic acid while keeping the pH constant with 5% hydrochloric acid. The product is then filtered off, dried and pyrolysed at 800° C. in an N2 gas stream. Solvent: O (water), O (water). The reactants are CC(C)(C)OC(=O)c1ccc(-c2ccc(S(N)(=O)=O)cc2)cc1Nc1ccc(F)cc1, O=C(O)C(F)(F)F. The product is NS(=O)(=O)c1ccc(-c2ccc(C(=O)O)c(Nc3ccc(F)cc3)c2)cc1. Reaction SMILES: [NH2:8][S:9](=[O:10])(=[O:11])[c:12]1[cH:13][cH:14][c:15](-[c:18]2[cH:19][c:20]([NH:31][c:32]3[cH:33][cH:34][c:35]([F:38])[cH:36][cH:37]3)[c:21]([C:22](=[O:23])[O:24][C:25]([CH3:26])([CH3:27])[CH3:28])[cH:29][cH:30]2)[cH:16][cH:17]1.[OH:1][C:2]([C:3]([F:4])([F:5])[F:6])=[O:7]>>[NH2:8][S:9](=[O:10])(=[O:11])[c:12]1[cH:13][cH:14][c:15](-[c:18]2[cH:19][c:20]([NH:31][c:32]3[cH:33][cH:34][c:35]([F:38])[cH:36][cH:37]3)[c:21]([C:22](=[O:23])[OH:24])[cH:29][cH:30]2)[cH:16][cH:17]1.